This data is from the Open Reaction Database (ORD), a public repository of structured organic reaction records. The task is: describe an organic reaction: reactants, conditions, products, and yield The reactants are NC=1C(=C(C=C(CN(C)C)C1)OCCCC)CC1=CC=CC=C1 ((5-amino-4-benzyl-3-n-butoxybenzyl)dimethylamine), Cl (hydrochloric acid), N(=O)[O-].[Na+] (sodium nitrite), diazonium, cupric chloride dihydrate, S(=O)=O (sulphur dioxide). The solvent is O (water), C(C)(=O)O (acetic acid), O (water), C(C)(=O)O (acetic acid). Conditions: temperature 0 celsius, time 10 minute. The product is C(C1=CC=CC=C1)C1=C(C=C(CN(C)C)C=C1S(N)(=O)=O)OCCCC ((4-Benzyl-3-n-butoxy-5-sulfamylbenzyl)dimethylamine). As a reaction SMILES: N[C:2]1[C:3]([CH2:17][C:18]2[CH:23]=[CH:22][CH:21]=[CH:20][CH:19]=2)=[C:4]([O:12][CH2:13][CH2:14][CH2:15][CH3:16])[CH:5]=[C:6]([CH:11]=1)[CH2:7][N:8]([CH3:10])[CH3:9].Cl.[N:25]([O-])=O.[Na+].[S:29](=[O:31])=[O:30]>O.C(O)(=O)C>[CH2:17]([C:3]1[C:2]([S:29](=[O:31])(=[O:30])[NH2:25])=[CH:11][C:6]([CH2:7][N:8]([CH3:10])[CH3:9])=[CH:5][C:4]=1[O:12][CH2:13][CH2:14][CH2:15][CH3:16])[C:18]1[CH:23]=[CH:22][CH:21]=[CH:20][CH:19]=1 |f:2.3|. Reported procedure: To a stirred solution of (5-amino-4-benzyl-3-n-butoxybenzyl)dimethylamine (6.25 g) in a mixture of concentrated hydrochloric acid (10 ml) and acetic acid (10 ml) a solution of sodium nitrite (1.4 g) in water (5 ml) is dropwise added during 30 minutes, keeping the temperature at 0°-3° C. by external cooling. After additional stirring at 0° C. for 10 minutes, the resulting diazonium-solution is slowly added to a solution or cupric chloride dihydrate (1.5 g) in water (4 ml) and acetic acid (25 ml) ... Reactants: [Li]CCCC, CCCCCC, CN(C)C=O, c1csc(C2OCCO2)n1, C1CCOC1, O=C(O)CC(O)(CC(=O)O)C(=O)O. Product: O=Cc1cnc(C2OCCO2)s1. RXN SMILES: [CH2:17]([Li:18])[CH2:19][CH2:20][CH3:21].[CH3:11][CH2:12][CH2:13][CH2:14][CH2:15][CH3:16].[CH3:22][N:23]([CH:24]=[O:25])[CH3:26].[O:1]1[CH:2]([c:6]2[s:7][cH:8][cH:9][n:10]2)[O:3][CH2:4][CH2:5]1.[O:40]1[CH2:41][CH2:42][CH2:43][CH2:44]1.[OH:27][C:28]([CH2:29][C:30]([C:31](=[O:32])[OH:33])([CH2:34][C:35](=[O:36])[OH:37])[OH:38])=[O:39]>>[O:1]1[CH:2]([c:6]2[s:7][c:8]([CH:24]=[O:25])[cH:9][n:10]2)[O:3][CH2:4][CH2:5]1. Starting materials: BrC1=CC=C(C=N1)C(=O)N1CCN(CC1)C1=NC=C(C=C1C)C ((6-bromopyridin-3-yl)[4-(3,5-dimethylpyridin-2-yl)piperazin-1-yl]methanone), CC=1C(=NC=C(C1)C)N1CCN(CC1)C(=O)C=1C=CC(=NC1)N1C(N(CC1CC)CC1=CC=C(C=C1)OC)=O (3-{5-[4-(3,5-dimethylpyridin-2-yl)piperazine-1-carbonyl]pyridin-2-yl}-4-ethyl-1-(4-methoxybenzyl)imidazolidin-2-one), C(C)C1NC(N(C1)CC1=CC=C(C=C1)OC)=O (4-ethyl-1-(4-methoxybenzyl)imidazolidin-2-one). Product: CC=1C(=NC=C(C1)C)N1CCN(CC1)C(=O)C=1C=CC(=NC1)N1C(NCC1CC)=O (1-{5-[4-(3,5-dimethylpyridin-2-yl)piperazine-1-carbonyl]pyridin-2-yl}-5-ethylimidazolidin-2-one). Reaction SMILES: BrC1N=CC(C(N2CCN(C3C(C)=CC(C)=CN=3)CC2)=O)=CC=1.C(C1CN(CC2C=CC(OC)=CC=2)C(=O)N1)C.[CH3:41][C:42]1[C:43]([N:49]2[CH2:54][CH2:53][N:52]([C:55]([C:57]3[CH:58]=[CH:59][C:60]([N:63]4[CH:67]([CH2:68][CH3:69])[CH2:66][N:65](CC5C=CC(OC)=CC=5)[C:64]4=[O:79])=[N:61][CH:62]=3)=[O:56])[CH2:51][CH2:50]2)=[N:44][CH:45]=[C:46]([CH3:48])[CH:47]=1>>[CH3:41][C:42]1[C:43]([N:49]2[CH2:50][CH2:51][N:52]([C:55]([C:57]3[CH:58]=[CH:59][C:60]([N:63]4[CH:67]([CH2:68][CH3:69])[CH2:66][NH:65][C:64]4=[O:79])=[N:61][CH:62]=3)=[O:56])[CH2:53][CH2:54]2)=[N:44][CH:45]=[C:46]([CH3:48])[CH:47]=1. Reported procedure: Using (6-bromopyridin-3-yl)[4-(3,5-dimethylpyridin-2-yl)piperazin-1-yl]methanone (225 mg) described in Preparation Example 127 and 4-ethyl-1-(4-methoxybenzyl)imidazolidin-2-one (140 mg) described in Preparation Example 208 and by the reaction and treatment in the same manner as in Example 505, the title compound (96 mg) was obtained via 3-{5-[4-(3,5-dimethylpyridin-2-yl)piperazine-1-carbonyl]pyridin-2-yl}-4-ethyl-1-(4-methoxybenzyl)imidazolidin-2-one. Reactants: ClC1=NC=CC(=N1)C1=NC(=CC(=C1)C)C1=CC=C(C=C1)C(F)(F)F (2-chloro-4-[4-methyl-6-(4-trifluoromethyl-phenyl)-pyridin-2-yl]-pyrimidine), C(C)(C)(C)NS(=O)(=O)C=1C=C(C=CC1)B(O)O (3-(tert-butylsulfamoyl)-benzeneboronic acid). Yields the product C(C)(C)(C)NS(=O)(=O)C1=CC(=CC=C1)C1=NC=CC(=N1)C1=NC(=CC(=C1)C)C1=CC=C(C=C1)C(F)(F)F (N-tert-butyl-3-{4-[4-methyl-6-(4-trifluoromethyl-phenyl)-pyridin-2-yl]-pyrimidin-2-yl}-benzenesulfonamide), solid. The yield is 76.0%. RXN SMILES: Cl[C:2]1[N:7]=[C:6]([C:8]2[CH:13]=[C:12]([CH3:14])[CH:11]=[C:10]([C:15]3[CH:20]=[CH:19][C:18]([C:21]([F:24])([F:23])[F:22])=[CH:17][CH:16]=3)[N:9]=2)[CH:5]=[CH:4][N:3]=1.[C:25]([NH:29][S:30]([C:33]1[CH:34]=[C:35](B(O)O)[CH:36]=[CH:37][CH:38]=1)(=[O:32])=[O:31])([CH3:28])([CH3:27])[CH3:26]>>[C:25]([NH:29][S:30]([C:33]1[CH:34]=[CH:35][CH:36]=[C:37]([C:2]2[N:7]=[C:6]([C:8]3[CH:13]=[C:12]([CH3:14])[CH:11]=[C:10]([C:15]4[CH:20]=[CH:19][C:18]([C:21]([F:24])([F:23])[F:22])=[CH:17][CH:16]=4)[N:9]=3)[CH:5]=[CH:4][N:3]=2)[CH:38]=1)(=[O:32])=[O:31])([CH3:28])([CH3:26])[CH3:27]. Procedure details: The N-tert-butyl-3-{4-[4-methyl-6-(4-trifluoromethyl-phenyl)-pyridin-2-yl]-pyrimidin-2-yl}-benzenesulfonamide was prepared from 2-chloro-4-[4-methyl-6-(4-trifluoromethyl-phenyl)-pyridin-2-yl]-pyrimidine (example E.97) (0.350 g, 1.0 mmol) and commercially available 3-(tert-butylsulfamoyl)-benzeneboronic acid (0.283 g, 1.1 mmol) according to the general procedure VI. Obtained as a white solid (0.400 g, 76%). MS (ISP) 527.2 [(M+H)+]; mp 218° C. Starting materials: C(C)(=O)OCC (ethyl acetate), ClC1=CC=C(C(=O)N2CC(NC3=C(C2)C=CC=C3)=O)C=C1 (4-(4-chlorobenzoyl)-1,3,4,5-tetrahydrobenzo[e][1,4]diazepin-2-on), BrCC#C (3-bromopropyne), [H-].[Na+] (sodium hydride). The solvent is CN(C)C=O (DMF). Run at time 30 minute. Yields the product ClC1=CC=C(C(=O)N2CC(N(C3=C(C2)C=CC=C3)CC#C)=O)C=C1 (4-(4-chlorobenzoyl)-1-(2-propynyl)-1,3,4,5-tetrahydrobenzo[e][1,4]diazepin-2-on). As a reaction SMILES: [Cl:1][C:2]1[CH:21]=[CH:20][C:5]([C:6]([N:8]2[CH2:14][C:13]3[CH:15]=[CH:16][CH:17]=[CH:18][C:12]=3[NH:11][C:10](=[O:19])[CH2:9]2)=[O:7])=[CH:4][CH:3]=1.[H-].[Na+].Br[CH2:25][C:26]#[CH:27].C(OCC)(=O)C>CN(C=O)C>[Cl:1][C:2]1[CH:21]=[CH:20][C:5]([C:6]([N:8]2[CH2:14][C:13]3[CH:15]=[CH:16][CH:17]=[CH:18][C:12]=3[N:11]([CH2:27][C:26]#[CH:25])[C:10](=[O:19])[CH2:9]2)=[O:7])=[CH:4][CH:3]=1 |f:1.2|. Procedure: 50 mg (0.17 mmol) of 4-(4-chlorobenzoyl)-1,3,4,5-tetrahydrobenzo[e][1,4]diazepin-2-on was dissolved in 4 ml of DMF. 7 mg (0.18 mmol) of sodium hydride was added, to the obtained solution, and they were stirred at room temperature for 30 minutes. 30 mg (0.25 mmol) of 3-bromopropyne was added to the obtained solution, and they were stirred at room temperature overnight. After the treatment with ethyl acetate as the extracting solvent by an ordinary method, the obtained crude product was purified b...